Dataset: the Open Reaction Database (ORD), a public repository of structured organic reaction records. Task: describe an organic reaction: reactants, conditions, products, and yield Starting materials: N#Cc1cc(Br)cc(NC(=O)OCc2ccccc2)c1, CC(C)CCc1cncc(C#N)c1. Product: NCc1cc(Br)cc(NC(=O)OCc2ccccc2)c1. RXN SMILES: [Br:1][c:2]1[cH:3][c:4]([NH:10][C:11]([O:12][CH2:13][c:14]2[cH:15][cH:16][cH:17][cH:18][cH:19]2)=[O:20])[cH:5][c:6]([C:8]#[N:9])[cH:7]1.[C:21]([c:22]1[cH:23][n:24][cH:25][c:26]([CH2:27][CH2:28][CH:29]([CH3:30])[CH3:31])[cH:32]1)#[N:33]>>[Br:1][c:2]1[cH:3][c:4]([NH:10][C:11]([O:12][CH2:13][c:14]2[cH:15][cH:16][cH:17][cH:18][cH:19]2)=[O:20])[cH:5][c:6]([CH2:8][NH2:9])[cH:7]1. Reactants: ClC1=C(C(=CC=C1)Cl)S(=O)(=O)NC1=NNC(=C1C1=NC=CC=C1)SCC1=CC=C(C=C1)OCCCC#N (3-(2,6-dichlorophenyl)sulfonylamino-4-(2-pyridyl)-5-(4-(3-cyanopropoxy)benzylthio)-(1H)-pyrazole), [Cl-].[NH4+] (ammonium chloride), O (water), [OH-].[K+] (potassium hydroxide). Run in C(COCCO)O (diethylene glycol). Yields the product ClC1=C(C(=CC=C1)Cl)S(=O)(=O)NC1=NNC(=C1C1=NC=CC=C1)SCC1=CC=C(C=C1)OCCCC(=O)O (3-(2,6-dichlorophenylsulfonylamino)-4-(2-pyridyl)-5-(4-(3-carboxypropoxy)benzylthio)-(1H)-pyrazole). The yield is 66.0%. RXN SMILES: [Cl:1][C:2]1[CH:7]=[CH:6][CH:5]=[C:4]([Cl:8])[C:3]=1[S:9]([NH:12][C:13]1[C:17]([C:18]2[CH:23]=[CH:22][CH:21]=[CH:20][N:19]=2)=[C:16]([S:24][CH2:25][C:26]2[CH:31]=[CH:30][C:29]([O:32][CH2:33][CH2:34][CH2:35][C:36]#N)=[CH:28][CH:27]=2)[NH:15][N:14]=1)(=[O:11])=[O:10].[OH2:38].[OH-:39].[K+].[Cl-].[NH4+]>C(O)COCCO>[Cl:8][C:4]1[CH:5]=[CH:6][CH:7]=[C:2]([Cl:1])[C:3]=1[S:9]([NH:12][C:13]1[C:17]([C:18]2[CH:23]=[CH:22][CH:21]=[CH:20][N:19]=2)=[C:16]([S:24][CH2:25][C:26]2[CH:31]=[CH:30][C:29]([O:32][CH2:33][CH2:34][CH2:35][C:36]([OH:39])=[O:38])=[CH:28][CH:27]=2)[NH:15][N:14]=1)(=[O:10])=[O:11] |f:2.3,4.5|. Reported procedure: The 3-(2,6-dichlorophenyl)sulfonylamino-4-(2-pyridyl)-5-(4-(3-cyanopropoxy)benzylthio)-(1H)-pyrazole (0.19 g), prepared as described in Example 7, above, in 2 ml of diethylene glycol and 0.2 ml of water with 0.1 g of potassium hydroxide was heated at 100° C. overnight. After cooling, the reaction was poured into a saturated solution of ammonium chloride, extracted in tetrahydrofuran/ethyl acetate 1:1, and washed with water and then brine. The organic phase was dried over MgSO4, filtered and conc... Reactants: C1CCOC1, [Li]CCCC, COc1nn(CSP(=S)(OC)OC)c(=O)s1, COC(=O)Cc1ccc(S(C)(=O)=O)cc1, ICC1CCCC1. As a reaction SMILES: [CH2:28]1[O:29][CH2:30][CH2:31][CH2:32]1.[CH3:1][CH2:2][CH2:3][CH2:4][Li:5].[CH3:33][O:34][c:35]1[s:36][c:37](=[O:38])[n:39]([CH2:40][S:41][P:42]([O:43][CH3:44])([O:45][CH3:46])=[S:47])[n:48]1.[CH3:6][O:7][C:8]([CH2:9][c:10]1[cH:11][cH:12][c:13]([S:16](=[O:17])(=[O:18])[CH3:19])[cH:14][cH:15]1)=[O:20].[CH:21]1([CH2:26][I:27])[CH2:22][CH2:23][CH2:24][CH2:25]1>>[CH3:6][O:7][C:8]([CH:9]([c:10]1[cH:11][cH:12][c:13]([S:16](=[O:17])(=[O:18])[CH3:19])[cH:14][cH:15]1)[CH2:26][CH:21]1[CH2:22][CH2:23][CH2:24][CH2:25]1)=[O:20]. The product is COC(=O)C(CC1CCCC1)c1ccc(S(C)(=O)=O)cc1. Starting materials: NC=1C=NC=CC1N (3,4-diaminopyridine), ClCCCOC1=C(C(=O)O)C=CC(=C1)OC (2-(3-chloropropoxy)-4-methoxybenzoic acid). Run in P(=O)(Cl)(Cl)Cl (phosphorus oxychloride). The product is COC1=CC(=C(C=C1)C=1NC2=C(C=NC=C2)N1)OCCCCl (2-[4-Methoxy-2-(3-chloropropoxy)phenyl]-1H-imidazo[4,5-c]pyridine). RXN SMILES: [NH2:1][C:2]1[CH:3]=[N:4][CH:5]=[CH:6][C:7]=1[NH2:8].[Cl:9][CH2:10][CH2:11][CH2:12][O:13][C:14]1[CH:22]=[C:21]([O:23][CH3:24])[CH:20]=[CH:19][C:15]=1[C:16](O)=O>P(Cl)(Cl)(Cl)=O>[CH3:24][O:23][C:21]1[CH:20]=[CH:19][C:15]([C:16]2[NH:8][C:7]3[CH:6]=[CH:5][N:4]=[CH:3][C:2]=3[N:1]=2)=[C:14]([O:13][CH2:12][CH2:11][CH2:10][Cl:9])[CH:22]=1. Procedure: A mixture of 3,4-diaminopyridine and 2-(3-chloropropoxy)-4-methoxybenzoic acid in phosphorus oxychloride was stirred at reflux for 4 hours. The excess phosphorus oxychloride was then removed in vacuo and the residue carefully treated with water before basifying with dilute ammonia hydroxide and extracting with chloroform. The crude product was then dissolved in ethyl acetate, decolourised with charcoal and triturated with ethereal HCl to give the title compound m.p. 174°-176° C.